From a dataset of the Open Reaction Database (ORD), a public repository of structured organic reaction records. describe an organic reaction: reactants, conditions, products, and yield Reactants: C(C=C)N1CC2C(C2C1)(C)C=1C=C(C=CC1)NS(=O)(=O)C (N-[3-(3-Allyl-6-methyl-3-azabicyclo[3.1.0]hex-6-yl)phenyl]methanesulfonamide), N,N-dimethylbarbituric acid. The reagents and catalysts are C=1C=CC(=CC1)[P](C=2C=CC=CC2)(C=3C=CC=CC3)[Pd]([P](C=4C=CC=CC4)(C=5C=CC=CC5)C=6C=CC=CC6)([P](C=7C=CC=CC7)(C=8C=CC=CC8)C=9C=CC=CC9)[P](C=1C=CC=CC1)(C=1C=CC=CC1)C=1C=CC=CC1 (tetrakis(triphenylphosphine)palladium). Run in ClCCl (dichloromethane). Run at temperature 35 celsius. Product: CC1(C2CNCC12)C=1C=C(C=CC1)NS(=O)(=O)C (N-[3-(6-Methyl-3-azabicyclo[3.1.0]hex-6-yl)phenyl]methanesulfonamide), solid. Yield: 74.0%. RXN SMILES: C([N:4]1[CH2:9][CH:8]2[CH:6]([C:7]2([C:11]2[CH:12]=[C:13]([NH:17][S:18]([CH3:21])(=[O:20])=[O:19])[CH:14]=[CH:15][CH:16]=2)[CH3:10])[CH2:5]1)C=C>ClCCl.C1C=CC([P]([Pd]([P](C2C=CC=CC=2)(C2C=CC=CC=2)C2C=CC=CC=2)([P](C2C=CC=CC=2)(C2C=CC=CC=2)C2C=CC=CC=2)[P](C2C=CC=CC=2)(C2C=CC=CC=2)C2C=CC=CC=2)(C2C=CC=CC=2)C2C=CC=CC=2)=CC=1>[CH3:10][C:7]1([C:11]2[CH:12]=[C:13]([NH:17][S:18]([CH3:21])(=[O:20])=[O:19])[CH:14]=[CH:15][CH:16]=2)[CH:8]2[CH:6]1[CH2:5][NH:4][CH2:9]2 |^1:28,30,49,68|. Reported procedure: A stirred mixture of N-[3-(3-allyl-6-methyl-3-azabicyclo[3.1.0]hex-6-yl)phenyl]methanesulfonamide (Example 56, 1.90 g, 6.19 mmol), tetrakis(triphenylphosphine)palladium (0) (71.8 mg, 62.1 mmol) and N,N-dimethylbarbituric acid (2.91 g, 18.6 mmol) in dichloromethane (15 ml) was degassed and then heated to 35° C. under nitrogen for 3 h. The solution was rapidly stirred with aqueous hydrochloric acid solution (2M, 40 ml) and the aqueous portion was separated, this process was repeated. The combined ... Reactants: C([O-])([O-])=O.[K+].[K+] (potassium carbonate), BrC=1C=CC2=C(CC3(OCCO3)CO2)C1 (6-Bromospiro[2H-1-benzopyran-3(4H),2′-[1,3]dioxolane]), ClC1=C(C=C(C=C1)C1=NNC=C1)CNC(OC)=O (methyl N-[[2-chloro-5-(1H-pyrazol-3-yl)phenyl]-methyl]carbamate), product, CN[C@H]1[C@@H](CCCC1)NC (trans-N,N′-dimethylcyclohexane-1,2-diamine). The reagents and catalysts are [Cu]I (Copper (I) iodide). Solvent: CO.C(Cl)(Cl)Cl (MeOH CHCl3), O1CCOCC1 (dioxane). Conditions: temperature 100 celsius. Product: ClC1=C(C=C(C=C1)C1=NN(C=C1)C=1C=CC2=C(CC3(OCCO3)CO2)C1)CNC(OC)=O (methyl N-[[2-chloro-5-(1-spiro[2H-1-benzopyran-3(4H), 2′-[1,3]dioxolan]-6-yl-1H-pyrazol-3-yl)phenyl]methyl]carbamate). Yield: 18.0%. RXN SMILES: [Cl:1][C:2]1[CH:7]=[CH:6][C:5]([C:8]2[CH:12]=[CH:11][NH:10][N:9]=2)=[CH:4][C:3]=1[CH2:13][NH:14][C:15](=[O:18])[O:16][CH3:17].CN[C@@H]1CCCC[C@H]1NC.C(=O)([O-])[O-].[K+].[K+].Br[C:36]1[CH:37]=[CH:38][C:39]2[O:48][CH2:47][C:42]3([O:46][CH2:45][CH2:44][O:43]3)[CH2:41][C:40]=2[CH:49]=1>O1CCOCC1.[Cu]I.CO.C(Cl)(Cl)Cl>[Cl:1][C:2]1[CH:7]=[CH:6][C:5]([C:8]2[CH:12]=[CH:11][N:10]([C:36]3[CH:37]=[CH:38][C:39]4[O:48][CH2:47][C:42]5([O:43][CH2:44][CH2:45][O:46]5)[CH2:41][C:40]=4[CH:49]=3)[N:9]=2)=[CH:4][C:3]=1[CH2:13][NH:14][C:15](=[O:18])[O:16][CH3:17] |f:2.3.4,8.9|. Reported procedure: To a solution of methyl N-[[2-chloro-5-(1H-pyrazol-3-yl)phenyl]-methyl]carbamate (i.e. the product of Example 8, Step B) (400 mg, 1.50 mmol) in dioxane (16 mL) was added trans-N,N′-dimethylcyclohexane-1,2-diamine (0.30 mmol, 43 mg) under a nitrogen atmosphere. Copper (I) iodide (57 mg, 0.30 mmol) and potassium carbonate (1.24 g, 9.05 mmol) were added to the reaction mixture. 6-Bromospiro[2H-1-benzopyran-3(4H),2′-[1,3]dioxolane] (614 mg, 2.26 mmol) was added last and the reaction mixture was heat... Starting materials: O=C([O-])O, CO, ClCCCl, [Na+], O=C(O)Cc1ccc(Cl)cc1, O=S(=O)(O)O. The product is COC(=O)Cc1ccc(Cl)cc1. As a reaction SMILES: [C:19](=[O:20])([OH:21])[O-:22].[CH3:12][OH:13].[Cl:24][CH2:25][CH2:26][Cl:27].[Na+:23].[OH:1][C:2](=[O:3])[CH2:4][c:5]1[cH:6][cH:7][c:8]([Cl:9])[cH:10][cH:11]1.[S:14](=[O:15])(=[O:16])([OH:17])[OH:18]>>[O:1]([C:2](=[O:3])[CH2:4][c:5]1[cH:6][cH:7][c:8]([Cl:9])[cH:10][cH:11]1)[CH3:19]. Starting materials: CC(C)(C)C1=CC2=C(C=C(C(O2)C(F)(F)F)C(=O)OCC)C=C1 (ethyl 7-(1,1-dimethylethyl)-2-(trifluoromethyl)-2H-1-benzopyran-3-carboxylate), C(C)(=O)O (acetic acid), O (water), ClCl (chlorine). Reagents/catalysts: [Zn] (zinc), [Zn] (Zinc). Run in C(C)(=O)OCC (ethyl acetate). Run at temperature 15 celsius, time 2 hour. Yields the product ClC=1C(=CC2=C(C=C(C(O2)C(F)(F)F)C(=O)OCC)C1)C(C)(C)C (ethyl 6-chloro-7-(1,1-dimethylethyl)-2-(trifluoromethyl)-2H-1-benzopyran-3-carboxylate). Isolated yield 106.6%. Reaction SMILES: [CH3:1][C:2]([C:5]1[CH:23]=[CH:22][C:8]2[CH:9]=[C:10]([C:17]([O:19][CH2:20][CH3:21])=[O:18])[CH:11]([C:13]([F:16])([F:15])[F:14])[O:12][C:7]=2[CH:6]=1)([CH3:4])[CH3:3].C(O)(=O)C.O.[Cl:29]Cl>C(OCC)(=O)C.[Zn]>[Cl:29][C:23]1[C:5]([C:2]([CH3:3])([CH3:1])[CH3:4])=[CH:6][C:7]2[O:12][CH:11]([C:13]([F:15])([F:16])[F:14])[C:10]([C:17]([O:19][CH2:20][CH3:21])=[O:18])=[CH:9][C:8]=2[CH:22]=1. Reported procedure: A one liter three-neck flask equipped with mechanical stirrer and gas inlet tube was charged with the ester (Step 2) (100 g, 0.3 mole) and acetic acid (300 mL). While cooling (water bath) the reaction mixture, chlorine gas (37.6 g, 0.53 mole) was added which caused the temperature to rise to 48° C. After stirring for two hours, the reaction was cooled in an ice-water bath to 15° C. Zinc powder (19.5 g, 0.3 mole) was added in one portion which caused the temperature to rise to 72° C. After coolin... Reactants: O=C([O-])[O-], CC(C)=O, CN(C)CCCl, Cl, [K+], [K+], O=[N+]([O-])c1ccc(O)cc1. Product: CN(C)CCOc1ccc([N+](=O)[O-])cc1. Reaction SMILES: [C:18](=[O:19])([O-:20])[O-:21].[CH3:24][C:25](=[O:26])[CH3:27].[Cl:12][CH2:13][CH2:14][N:15]([CH3:16])[CH3:17].[ClH:11].[K+:22].[K+:23].[N+:1](=[O:2])([O-:3])[c:4]1[cH:5][cH:6][c:7]([OH:10])[cH:8][cH:9]1>>[N+:1](=[O:2])([O-:3])[c:4]1[cH:5][cH:6][c:7]([O:10][CH2:13][CH2:14][N:15]([CH3:16])[CH3:17])[cH:8][cH:9]1. The reactants are FC1=CC=C(C=C1)C1=NNC=C1C(=O)OCC (ethyl 3-(4-fluorophenyl)-1H-pyrazole-4-carboxylate), [OH-].[Na+] (sodium hydroxide). The solvent is C(C)O (ethanol). The product is FC1=CC=C(C=C1)C1=NNC=C1C(=O)O (3-(4-fluorophenyl)-1H-pyrazole-4-carboxylic acid). Isolated yield 103.4%. As a reaction SMILES: [F:1][C:2]1[CH:7]=[CH:6][C:5]([C:8]2[C:12]([C:13]([O:15]CC)=[O:14])=[CH:11][NH:10][N:9]=2)=[CH:4][CH:3]=1.[OH-].[Na+]>C(O)C>[F:1][C:2]1[CH:3]=[CH:4][C:5]([C:8]2[C:12]([C:13]([OH:15])=[O:14])=[CH:11][NH:10][N:9]=2)=[CH:6][CH:7]=1 |f:1.2|. Reported procedure: To a solution of the compound (25.0 g, 107 mmol) obtained in step 2 in ethanol (90 mL) was added 2N aqueous sodium hydroxide solution (117 mL, 235 mmol) at room temperature, and the mixture was heated under reflux for 24 hr. The organic solvent was evaporated, and ethyl acetate was added to the residue. The aqueous layer was separated, and 2N hydrochloric acid was added until the aqueous layer became pH2. The precipitate was collected by filtration to give 3-(4-fluorophenyl)-1H-pyrazole-4-carbox...